Dataset: the Open Reaction Database (ORD), a public repository of structured organic reaction records. Task: describe an organic reaction: reactants, conditions, products, and yield Reactants: N#Cc1ccc(O)cc1, CC#N, CC(C)OC(C)C, ClCC1CO1, [K+], [K+], O=C([O-])[O-]. Yields the product N#Cc1ccc(OCC2CO2)cc1. As a reaction SMILES: [C:12](#[N:13])[c:14]1[cH:15][cH:16][c:17]([OH:20])[cH:18][cH:19]1.[CH3:28][C:29]#[N:30].[CH:21]([O:22][CH:23]([CH3:24])[CH3:25])([CH3:26])[CH3:27].[Cl:1][CH2:2][CH:3]1[CH2:4][O:5]1.[K+:6].[K+:7].[O-:8][C:9]([O-:10])=[O:11]>>[CH2:2]([CH:3]1[CH2:4][O:5]1)[O:20][c:17]1[cH:16][cH:15][c:14]([C:12]#[N:13])[cH:19][cH:18]1. Starting materials: CC(=O)O[BH-](OC(C)=O)OC(C)=O, C=O, Cc1cc2c(s1)Nc1ccccc1N=C2N1CCNC(CCc2cccc(Cl)c2)C1, ClCCCl, [Na+]. Yields the product Cc1cc2c(s1)Nc1ccccc1N=C2N1CCN(C)C(CCc2cccc(Cl)c2)C1. RXN SMILES: [C:33]([O:34][BH-:35]([O:36][C:37](=[O:38])[CH3:39])[O:40][C:41](=[O:42])[CH3:43])(=[O:44])[CH3:45].[CH2:31]=[O:32].[Cl:1][c:2]1[cH:3][c:4]([CH2:8][CH2:9][CH:10]2[CH2:11][N:12]([C:16]3=[N:17][c:18]4[c:19]([cH:27][cH:28][cH:29][cH:30]4)[NH:20][c:21]4[s:22][c:23]([CH3:26])[cH:24][c:25]43)[CH2:13][CH2:14][NH:15]2)[cH:5][cH:6][cH:7]1.[Cl:47][CH2:48][CH2:49][Cl:50].[Na+:46]>>[Cl:1][c:2]1[cH:3][c:4]([CH2:8][CH2:9][CH:10]2[CH2:11][N:12]([C:16]3=[N:17][c:18]4[c:19]([cH:27][cH:28][cH:29][cH:30]4)[NH:20][c:21]4[s:22][c:23]([CH3:26])[cH:24][c:25]43)[CH2:13][CH2:14][N:15]2[CH3:33])[cH:5][cH:6][cH:7]1. Reactants: COCCN, COCCOC, Nc1nc(OS(=O)(=O)C(F)(F)F)c(F)c(-c2ccco2)n1. The product is COCCNc1nc(N)nc(-c2ccco2)c1F. RXN SMILES: [CH3:22][O:23][CH2:24][CH2:25][NH2:26].[CH3:27][O:28][CH2:29][CH2:30][O:31][CH3:32].[NH2:1][c:2]1[n:3][c:4](-[c:17]2[o:18][cH:19][cH:20][cH:21]2)[c:5]([F:16])[c:6]([O:8][S:9]([C:10]([F:11])([F:12])[F:13])(=[O:14])=[O:15])[n:7]1>>[NH2:1][c:2]1[n:3][c:4](-[c:17]2[o:18][cH:19][cH:20][cH:21]2)[c:5]([F:16])[c:6]([NH:26][CH2:25][CH2:24][O:23][CH3:22])[n:7]1. Starting materials: ClC1=NC=C(C(=N1)N[C@H]1[C@@H](CCCC1)NS(=O)(=O)C)Cl (N-[(1R,2R)-2-(2,5-Dichloro-pyrimidin-4-ylamino)-cyclohexyl]-methanesulfonamide), NC=1C=CC2=C(CCCC(C2)NCCO)C1OC (2-(2-amino-1-methoxy-6,7,8,9-tetrahydro-5H-benzocyclohepten-6-ylamino)-ethanol). Yields the product ClC=1C(=NC(=NC1)NC=1C=CC2=C(CCCC(C2)NCCO)C1OC)N[C@H]1[C@@H](CCCC1)NS(=O)(=O)C (N-((1R,2R)-2-{5-Chloro-2-[6-(2-hydroxy-ethylamino)-1-methoxy-6,7,8,9-tetrahydro-5H-benzocyclohepten-2-ylamino]-pyrimidin-4-ylamino}-cyclohexyl)-methanesulfonamide). As a reaction SMILES: Cl[C:2]1[N:7]=[C:6]([NH:8][C@@H:9]2[CH2:14][CH2:13][CH2:12][CH2:11][C@H:10]2[NH:15][S:16]([CH3:19])(=[O:18])=[O:17])[C:5]([Cl:20])=[CH:4][N:3]=1.[NH2:21][C:22]1[CH:23]=[CH:24][C:25]2[CH2:31][CH:30]([NH:32][CH2:33][CH2:34][OH:35])[CH2:29][CH2:28][CH2:27][C:26]=2[C:36]=1[O:37][CH3:38]>>[Cl:20][C:5]1[C:6]([NH:8][C@@H:9]2[CH2:14][CH2:13][CH2:12][CH2:11][C@H:10]2[NH:15][S:16]([CH3:19])(=[O:18])=[O:17])=[N:7][C:2]([NH:21][C:22]2[CH:23]=[CH:24][C:25]3[CH2:31][CH:30]([NH:32][CH2:33][CH2:34][OH:35])[CH2:29][CH2:28][CH2:27][C:26]=3[C:36]=2[O:37][CH3:38])=[N:3][CH:4]=1. Procedure details: The title compound was prepared from N-[(1R,2R)-2-(2,5-Dichloro-pyrimidin-4-ylamino)-cyclohexyl]-methanesulfonamide (100 mg, 0.30 mmol) and 2-(2-amino-1-methoxy-6,7,8,9-tetrahydro-5H-benzocyclohepten-6-ylamino)-ethanol (75 mg, 0.30 mmol) in an analagous manner to Example 946 to afford a tan solid. Mp: 92-4° C. LCMS (m/e) 553 (M+1); 1H-NMR (CDCl3, 400 MHz) δ 7.93 (m, 2H), 7.40 (br s, 1H), 6.89 (d, J=8 Hz, 1H), 5.56 (d, J=8 Hz, 1H), 3.90 (m, 1H), 3.71 (s, 3H), 3.61 (m, 2H), 3.47 (s, 3H), 3.25 (m, ...